From a dataset of the Open Reaction Database (ORD), a public repository of structured organic reaction records. describe an organic reaction: reactants, conditions, products, and yield Procedure: An aqueous 1N solution of sodium hydroxide (1 mL, 1 mmol) was added to a solution of (Z)-2-[[2-chloro-4-[[(3-hydroxybenzyl)amino]carbonyl]benzoyl]amino]-3-[2-(1-methylethyl)-4-methylthiazol-5-yl)]propenoic acid methyl ester (Example 233; 65 mg, 0.123 mmol) in methanol/tetrahydrofuran (1:1; 2 mL). The solution was stirred at room temperature for 18 h, then at 50° C. for 6 h and finally at room temperature for 16 h. The reaction mixture was evaporated to dryness and after the addition of water the... Solvent: CO.O1CCCC1 (methanol tetrahydrofuran). As a reaction SMILES: [OH-].[Na+].C[O:4][C:5](=[O:38])/[C:6](/[NH:17][C:18](=[O:37])[C:19]1[CH:24]=[CH:23][C:22]([C:25]([NH:27][CH2:28][C:29]2[CH:34]=[CH:33][CH:32]=[C:31]([OH:35])[CH:30]=2)=[O:26])=[CH:21][C:20]=1[Cl:36])=[CH:7]/[C:8]1[S:12][C:11]([CH:13]([CH3:15])[CH3:14])=[N:10][C:9]=1[CH3:16]>CO.O1CCCC1>[Cl:36][C:20]1[CH:21]=[C:22]([C:25]([NH:27][CH2:28][C:29]2[CH:34]=[CH:33][CH:32]=[C:31]([OH:35])[CH:30]=2)=[O:26])[CH:23]=[CH:24][C:19]=1[C:18]([NH:17]/[C:6](=[CH:7]\[C:8]1[S:12][C:11]([CH:13]([CH3:14])[CH3:15])=[N:10][C:9]=1[CH3:16])/[C:5]([OH:38])=[O:4])=[O:37] |f:0.1,3.4|. Reaction conditions: time 18 hour. The yield is 64.9%. The reactants are solution, [OH-].[Na+] (sodium hydroxide), COC(/C(=C/C1=C(N=C(S1)C(C)C)C)/NC(C1=C(C=C(C=C1)C(=O)NCC1=CC(=CC=C1)O)Cl)=O)=O ((Z)-2-[[2-chloro-4-[[(3-hydroxybenzyl)amino]carbonyl]benzoyl]amino]-3-[2-(1-methylethyl)-4-methylthiazol-5-yl]propenoic acid methyl ester). Product: ClC1=C(C(=O)N\C(\C(=O)O)=C/C2=C(N=C(S2)C(C)C)C)C=CC(=C1)C(=O)NCC1=CC(=CC=C1)O ((Z)-2-[[2-chloro-4-[[(3-hydroxybenzyl)amino]carbonyl]benzoyl]amino]-3-[2-(1-methylethyl)-4-methylthiazol-5-yl]propenoic acid). The reactants are ClC1=CC=2C34C(C(N(C2C=C1)CCCCNC(=O)N1CC=2C=NC=CC2C1)=O)CC3CCO4 (N-[4-(9-chloro-5-oxo-2,3,3a,4,4a,5-hexahydro-6H-furo[2′,3′:2,3]cyclobuta[1,2-c]quinolin-6-yl)butyl]-1,3-dihydro-2H-pyrrolo[3,4-c]pyridine-2-carboxamide), [OH-].[Na+] (sodium hydroxide), Cl (HCl). Run in CN(C=O)C (dimethylformamide), O (water). Conditions: time 18 hour. The product is ClC1=CC=2C3=C(C(N(C2C=C1)CCCCNC(=O)N1CC=2C=NC=CC2C1)=O)CC3CCO (N-{4-[7-chloro-1-(2-hydroxyethyl)-3-oxo-1,3-dihydrocyclobuta[c]quinolin-4(2H)-yl]butyl}-1,3-dihydro-2H-pyrrolo[3,4-c]pyridine-2-carboxamide). As a reaction SMILES: [Cl:1][C:2]1[CH:11]=[CH:10][C:9]2[N:8]([CH2:12][CH2:13][CH2:14][CH2:15][NH:16][C:17]([N:19]3[CH2:27][C:26]4[CH:25]=[CH:24][N:23]=[CH:22][C:21]=4[CH2:20]3)=[O:18])[C:7](=[O:28])[CH:6]3[CH2:29][CH:30]4[CH2:31][CH2:32][O:33][C:5]34[C:4]=2[CH:3]=1.[OH-].[Na+].Cl>CN(C)C=O.O>[Cl:1][C:2]1[CH:11]=[CH:10][C:9]2[N:8]([CH2:12][CH2:13][CH2:14][CH2:15][NH:16][C:17]([N:19]3[CH2:27][C:26]4[CH:25]=[CH:24][N:23]=[CH:22][C:21]=4[CH2:20]3)=[O:18])[C:7](=[O:28])[C:6]3[CH2:29][CH:30]([CH2:31][CH2:32][OH:33])[C:5]=3[C:4]=2[CH:3]=1 |f:1.2|. Procedure details: To a solution of N-[4-(9-chloro-5-oxo-2,3,3a,4,4a,5-hexahydro-6H-furo[2′,3′:2,3]cyclobuta[1,2-c]quinolin-6-yl)butyl]-1,3-dihydro-2H-pyrrolo[3,4-c]pyridine-2-carboxamide (30 mg, 0.064 mmol) in dimethylformamide (292 uL) and water (292 uL) was added sodium hydroxide (1.679 μl, 0.064 mmol). The solution was stirred for 18 hours and then brought to pH ˜7 by dropwise addition of 1M HCl. Column chromatography of the wet, crude mixture provided the title compound. 1H NMR (400 MHz, CDCl3) δ ppm 8.58 (s,... Reactants: ClC(=O)OCC (ethyl chloroformate), CC=1C=C(N)C=CC1C (3,4-dimethylaniline). The solvent is C1=CC=CC=C1 (benzene), C1=CC=CC=C1 (benzene). Run at time 8 hour. Product: C(C)OC(=O)NC1=CC(=C(C=C1)C)C (N-(Ethoxycarbonyl)-3,4-dimethylaniline). RXN SMILES: [CH3:1][C:2]1[CH:3]=[C:4]([CH:6]=[CH:7][C:8]=1[CH3:9])[NH2:5].Cl[C:11]([O:13][CH2:14][CH3:15])=[O:12]>C1C=CC=CC=1>[CH2:14]([O:13][C:11]([NH:5][C:4]1[CH:6]=[CH:7][C:8]([CH3:9])=[C:2]([CH3:1])[CH:3]=1)=[O:12])[CH3:15]. Reported procedure: The above-named compound is prepared by first dissolving 51.5 grams of 3,4-dimethylaniline in 250 ml. of benzene. Then, while maintaining the solution at a temperature in the range of between 20° C. and 30° C., a benzene solution containing 23.9 grams of ethyl chloroformate is slowly added. The mixture is permitted to stand overnight at room temperature and then filtered. The filtrate is stripped by evaporation under vacuum, leaving the desired product, in the form of a dark purple liquid weighi... The reactants are Cc1c(NC(c2nnc(-c3ccc([N+](=O)[O-])cc3)o2)C(C)O[Si](C)(C)C(C)(C)C)ccc(C#N)c1Cl, ClCCl. Product: Cc1c(NC(c2nnc(-c3ccc(N)cc3)o2)C(C)O[Si](C)(C)C(C)(C)C)ccc(C#N)c1Cl. Reaction SMILES: [C:1]([CH3:2])([CH3:3])([CH3:4])[Si:5]([O:6][CH:7]([CH:8]([c:9]1[o:10][c:11](-[c:14]2[cH:15][cH:16][c:17]([N+:20]([O-:21])=[O:22])[cH:18][cH:19]2)[n:12][n:13]1)[NH:23][c:24]1[c:25]([CH3:33])[c:26]([Cl:32])[c:27]([C:28]#[N:29])[cH:30][cH:31]1)[CH3:34])([CH3:35])[CH3:36].[Cl:37][CH2:38][Cl:39]>>[C:1]([CH3:2])([CH3:3])([CH3:4])[Si:5]([O:6][CH:7]([CH:8]([c:9]1[o:10][c:11](-[c:14]2[cH:15][cH:16][c:17]([NH2:20])[cH:18][cH:19]2)[n:12][n:13]1)[NH:23][c:24]1[c:25]([CH3:33])[c:26]([Cl:32])[c:27]([C:28]#[N:29])[cH:30][cH:31]1)[CH3:34])([CH3:35])[CH3:36].